This data is from the Open Reaction Database (ORD), a public repository of structured organic reaction records. The task is: describe an organic reaction: reactants, conditions, products, and yield The reactants are CC1=CC=C(NC=2SC3=C(C(N2)=O)C=CC=N3)C=C1 (2-(4-methylanilino)-4H-pyrido[3,2-e]-1,3-thiazin-4-one), ClC1=C(C(=O)NC(=S)NC2=CC=C(C=C2)Cl)C=CC=N1 (1-(2-chloronicotinoyl)-3-(4-chlorophenyl)thiourea). Product: ClC1=CC=C(NC=2SC3=C(C(N2)=O)C=CC=N3)C=C1 (2-(4-chloroanilino)-4H-pyrido[3,2-e]-1,3-thiazin-4-one). The yield is 99.7%. RXN SMILES: CC1C=CC(NC2SC3N=CC=CC=3C(=O)N=2)=CC=1.Cl[C:21]1[N:39]=[CH:38][CH:37]=[CH:36][C:22]=1[C:23]([NH:25][C:26]([NH:28][C:29]1[CH:34]=[CH:33][C:32]([Cl:35])=[CH:31][CH:30]=1)=[S:27])=[O:24]>>[Cl:35][C:32]1[CH:33]=[CH:34][C:29]([NH:28][C:26]2[S:27][C:21]3[N:39]=[CH:38][CH:37]=[CH:36][C:22]=3[C:23](=[O:24])[N:25]=2)=[CH:30][CH:31]=1. Procedure: The reaction procedure of (2) of Example 1 was followed except that 6.19 g (19 mmol) of 1-(2-chloronicotinoyl)-3-(4-chlorophenyl)thiourea was used. As a result, 5.49 g of 2-(4-chloroanilino)-4H-pyrido[3,2-e]-1,3-thiazin-4-one was obtained.